Task: describe an organic reaction: reactants, conditions, products, and yield. Dataset: the Open Reaction Database (ORD), a public repository of structured organic reaction records Starting materials: C(C)(C)(C)OC(NC1=C(C=C(C=C1)Cl)N)=O ((2-amino-4-chloro-phenyl)-carbamic acid tert-butyl ester), C(C)(C)(C)OC(CC(C1=CC(=CC=C1)C=1C=NC=CC1)=O)=O (3-oxo-3-(3-pyridin-3-yl-phenyl)-propionic acid tert-butyl ester). Product: C(C)(C)(C)OC(NC1=C(C=C(C=C1)Cl)NC(CC(C1=CC(=CC=C1)C=1C=NC=CC1)=O)=O)=O ({4-Chloro-2-[3-oxo-3-(3-pyridin-3-yl-phenyl)-propionylamino]-phenyl}-carbamic acid tert-butyl ester), solid. Reaction SMILES: [C:1]([O:5][C:6](=[O:16])[NH:7][C:8]1[CH:13]=[CH:12][C:11]([Cl:14])=[CH:10][C:9]=1[NH2:15])([CH3:4])([CH3:3])[CH3:2].C([O:21][C:22](=O)[CH2:23][C:24](=[O:37])[C:25]1[CH:30]=[CH:29][CH:28]=[C:27]([C:31]2[CH:32]=[N:33][CH:34]=[CH:35][CH:36]=2)[CH:26]=1)(C)(C)C>>[C:1]([O:5][C:6](=[O:16])[NH:7][C:8]1[CH:13]=[CH:12][C:11]([Cl:14])=[CH:10][C:9]=1[NH:15][C:22](=[O:21])[CH2:23][C:24](=[O:37])[C:25]1[CH:30]=[CH:29][CH:28]=[C:27]([C:31]2[CH:32]=[N:33][CH:34]=[CH:35][CH:36]=2)[CH:26]=1)([CH3:4])([CH3:2])[CH3:3]. Reported procedure: The title compound was prepared from (2-amino-4-chloro-phenyl)-carbamic acid tert-butyl ester (Example J4) and 3-oxo-3-(3-pyridin-3-yl-phenyl)-propionic acid tert-butyl ester (Example K1) according to the general procedure M. Obtained as a light brown solid (227 mg).